Task: describe an organic reaction: reactants, conditions, products, and yield. Dataset: the Open Reaction Database (ORD), a public repository of structured organic reaction records Starting materials: CC1CC2=C(CN1)N=NN2C2=NC=CC=C2 (6-methyl-1-(pyridin-2-yl)-4,5,6,7-tetrahydro-1H-[1,2,3]triazolo[4,5-c]pyridine), ClC1=C(C(=O)O)C=CC(=C1Cl)F (2,3-dichloro-4-fluorobenzoic acid). The product is ClC1=C(C=CC(=C1Cl)F)C(=O)N1CC2=C(CC1C)N(N=N2)C2=NC=CC=C2 (5-[(2,3-Dichloro-4-fluorophenyl)carbonyl]-6-methyl-1-pyridin-2-yl-4,5,6,7-tetrahydro-1H-[1,2,3]triazolo[4,5-c]pyridine). RXN SMILES: [CH3:1][CH:2]1[NH:7][CH2:6][C:5]2[N:8]=[N:9][N:10]([C:11]3[CH:16]=[CH:15][CH:14]=[CH:13][N:12]=3)[C:4]=2[CH2:3]1.[Cl:17][C:18]1[C:26]([Cl:27])=[C:25]([F:28])[CH:24]=[CH:23][C:19]=1[C:20](O)=[O:21]>>[Cl:17][C:18]1[C:26]([Cl:27])=[C:25]([F:28])[CH:24]=[CH:23][C:19]=1[C:20]([N:7]1[CH:2]([CH3:1])[CH2:3][C:4]2[N:10]([C:11]3[CH:16]=[CH:15][CH:14]=[CH:13][N:12]=3)[N:9]=[N:8][C:5]=2[CH2:6]1)=[O:21]. Reported procedure: Example 121 was prepared from 6-methyl-1-(pyridin-2-yl)-4,5,6,7-tetrahydro-1H-[1,2,3]triazolo[4,5-c]pyridine and 2,3-dichloro-4-fluorobenzoic acid using the conditions described in Example 65. MS (ESI) mass calcd. C18H14Cl2FN5O, 405.06. m/z found, 406.1 [M+H]+.